From a dataset of the Open Reaction Database (ORD), a public repository of structured organic reaction records. describe an organic reaction: reactants, conditions, products, and yield Starting materials: ClC1=C(C(=C(C=C1Cl)C(C)=O)OC)I (1-(4,5-dichloro-3-iodo-2-methoxyphenyl)ethanone), [BH4-].[Na+] (sodium tetrahydroborate). Run in CO (methanol). Reaction conditions: temperature 0 celsius, time 1 hour. The product is ClC1=C(C(=C(C=C1Cl)C(C)O)OC)I (1-(4,5-Dichloro-3-iodo-2-methoxyphenyl)ethanol). RXN SMILES: [Cl:1][C:2]1[C:7]([Cl:8])=[CH:6][C:5]([C:9](=[O:11])[CH3:10])=[C:4]([O:12][CH3:13])[C:3]=1[I:14].[BH4-].[Na+]>CO>[Cl:1][C:2]1[C:7]([Cl:8])=[CH:6][C:5]([CH:9]([OH:11])[CH3:10])=[C:4]([O:12][CH3:13])[C:3]=1[I:14] |f:1.2|. Reported procedure: A solution of 1-(4,5-dichloro-3-iodo-2-methoxyphenyl)ethanone (4.1 g, 12 mmol) in methanol (59 mL) at 0° C. was treated with sodium tetrahydroborate (0.45 g, 12 mmol) and stirred at 0° C. for 1 h. The reaction mixture was quenched with water (50 mL) 0° C., and diluted with saturated sodium bicarbonate (50 mL) and ethyl acetate (100 mL). The aqueous layer was separated and extracted with additional ethyl acetate (50 mL). The combined organic layers were washed with brine (50 mL), dried with magne... Reactants: ice water, [H-].[Na+] (sodium hydride), C(#N)NC(C)=NC (N-cyano-N'-methylacetamidine), ClC1=NC=C(C=C1)CCl (2-chloro-5-pyridylmethylchloride). The solvent is CN(C=O)C (N,N-dimethylformamide). Run at time 1 hour. The product is C(#N)N(C(C)=NC)CC=1C=CC(=NC1)Cl (N-cyano-N-(2-chloro-5-pyridylmethyl)-N'-methylacetamidine). Yield: 50.3%. Reaction SMILES: [H-].[Na+].[C:3]([NH:5][C:6](=[N:8][CH3:9])[CH3:7])#[N:4].[Cl:10][C:11]1[CH:16]=[CH:15][C:14]([CH2:17]Cl)=[CH:13][N:12]=1>CN(C)C=O>[C:3]([N:5]([CH2:17][C:14]1[CH:15]=[CH:16][C:11]([Cl:10])=[N:12][CH:13]=1)[C:6](=[N:8][CH3:9])[CH3:7])#[N:4] |f:0.1|. Reported procedure: 0.6 g of sodium hydride (purity 60%) was added to the solution of 1.3 g of N-cyano-N'-methylacetamidine in 20 ml of N,N-dimethylformamide at ice bath temperature. After stirring it at the same temperature for 1 hour, 2.2 g of 2-chloro-5-pyridylmethylchloride was added to the mixture, followed by stirring for 5 hours at room temperature. The reaction mixture was then poured into ice-water, extracted with ethyl acetate, dried over anhydrous magnesium sulfate and concentrated under reduced pressure... Starting materials: C(C)(=O)N1CCC2=CC(=C(C=C12)C(F)(F)F)S (1-Acetyl-5-mercapto-6-trifluoromethylindoline), C(=O)([O-])[O-].[K+].[K+] (K2CO3). Run in CN(C)C=O (DMF). Conditions: temperature 80 celsius. Product: C(C)(=O)N1CCC2=CC(=C(C=C12)C(F)(F)F)SC (1-Acetyl-5-methylthio-6-trifluoromethylindoline). The yield is 96.5%. As a reaction SMILES: [C:1]([N:4]1[C:12]2[C:7](=[CH:8][C:9]([SH:17])=[C:10]([C:13]([F:16])([F:15])[F:14])[CH:11]=2)[CH2:6][CH2:5]1)(=[O:3])[CH3:2].[C:18]([O-])([O-])=O.[K+].[K+]>CN(C=O)C>[C:1]([N:4]1[C:12]2[C:7](=[CH:8][C:9]([S:17][CH3:18])=[C:10]([C:13]([F:14])([F:16])[F:15])[CH:11]=2)[CH2:6][CH2:5]1)(=[O:3])[CH3:2] |f:1.2.3|. Reported procedure: A mixture of the thiol (D5) (26 g, 99 mmol), anhydrous K2CO3 (15.12 g, 109 mmol) and indomethane (18.6 ml, 300 mmol) in dry DMF (100 ml) was heated at 80° C. for 1 h. The reaction mixture was cooled, evaporated in vacuo and partitioned between water (200 ml) and dichloromethane (3×200 ml). The combined organics were washed with water (400 ml), dried (Na2S04) and evaporated to yield the title compound (26.3 g, 97%) as a yellow oil. Starting materials: C(C1=CC(O)=C(O)C=C1)(=O)O (protocatechuic acid), C1(=CC=CC=C1)C(=[N+]=[N-])C1=CC=CC=C1 (diphenyldiazomethane), resultant mixture, C1(=CC=CC=C1)C(=[N+]=[N-])C1=CC=CC=C1 (Diphenyldiazomethane). The solvent is C(C)(=O)OCC (Ethyl acetate). Reaction conditions: time 2 hour. Product: C(C1=CC(O)=C(O)C=C1)(=O)OC(C1=CC=CC=C1)C1=CC=CC=C1 (benzhydryl protocatechuate). Yield: 55.9%. RXN SMILES: [C:1]([OH:11])(=[O:10])[C:2]1[CH:9]=[CH:8][C:6]([OH:7])=[C:4]([OH:5])[CH:3]=1.[C:12]1([C:18]([C:21]2[CH:26]=[CH:25][CH:24]=[CH:23][CH:22]=2)=[N+]=[N-])[CH:17]=[CH:16][CH:15]=[CH:14][CH:13]=1>C(OCC)(=O)C>[C:1]([O:11][CH:18]([C:12]1[CH:17]=[CH:16][CH:15]=[CH:14][CH:13]=1)[C:21]1[CH:26]=[CH:25][CH:24]=[CH:23][CH:22]=1)(=[O:10])[C:2]1[CH:9]=[CH:8][C:6]([OH:7])=[C:4]([OH:5])[CH:3]=1. Procedure details: Ethyl acetate (2.5 ml) was mixed with 50.0 mg of protocatechuic acid and 63.0 mg of diphenyldiazomethane to form a solution. The solution was left over at room temperature for 2 hours. Diphenyldiazomethane (25.8 mg) was added further and the resultant mixture was left over at room temperature for 2 hours. The pale reddish purple-colored reaction solution was concentrated under reduced pressure, and the colorless residue obtained was purified by chromatography on a silica gel column {developer: c... Starting materials: ClC1=CC=NC=2NC3=C(C21)C=C(N=C3)C(=O)O (4-chloro-9H-dipyrido[2,3-b;4′,3′-d]pyrrole-6-carboxylic acid). Solvent: CN1CCCC1 (N-methylpyrrolidine), CN1CCCC1=O (NMP). Product: ClC1=CC=NC=2NC3=C(C21)C=CN=C3 (4-Chloro-9H-dipyrido[2,3-b;4′,3′-d]pyrrole). Reaction SMILES: [Cl:1][C:2]1[C:10]2[C:9]3[CH:11]=[C:12](C(O)=O)[N:13]=[CH:14][C:8]=3[NH:7][C:6]=2[N:5]=[CH:4][CH:3]=1>CN1CCCC1.CN1C(=O)CCC1>[Cl:1][C:2]1[C:10]2[C:9]3[CH:11]=[CH:12][N:13]=[CH:14][C:8]=3[NH:7][C:6]=2[N:5]=[CH:4][CH:3]=1. Reported procedure: A mixture of 4-chloro-9H-dipyrido[2,3-b;4′,3′-d]pyrrole-6-carboxylic acid (390 mg, 1.57 mmol) in N-methylpyrrolidine (8 mL) was heated under reflux for 8 hours. The mixture was allowed to cool to ambient temperature. The compound was used as a solution in NMP for subsequent reactions. LCMS (Method B): RT=2.15 min, M+H+=204. Starting materials: BrC1=CC(=CC(=C1)[N+](=O)[O-])COC (1-bromo-3-(methoxymethyl)-5-nitrobenzene), CCO.O (EtOH water), [Cl-].[NH4+] (ammonium chloride). Reagents/catalysts: [Fe] (iron). Solvent: C(C)(=O)OCC (ethyl acetate). Run at temperature 90 celsius, time 4 hour. The product is BrC=1C=C(N)C=C(C1)COC (3-bromo-5-(methoxymethyl)aniline). Yield: 62.5%. RXN SMILES: [Br:1][C:2]1[CH:7]=[C:6]([N+:8]([O-])=O)[CH:5]=[C:4]([CH2:11][O:12][CH3:13])[CH:3]=1.CCO.O.[Cl-].[NH4+]>C(OCC)(=O)C.[Fe]>[Br:1][C:2]1[CH:7]=[C:6]([CH:5]=[C:4]([CH2:11][O:12][CH3:13])[CH:3]=1)[NH2:8] |f:1.2,3.4|. Reported procedure: To a solution of the product of Step 1 (470 mg, 1.910 mmol) in (EtOH/water) (8.5 mL/4.2 mL) were added iron (533 mg, 9.55 mmol) and ammonium chloride (51 mg, 0.955 mmol). The reaction was stirred at 90° C. for about 4 hours. The reaction was then allowed to come to room temperature and diluted with ethyl acetate. The solution was then filtered through Celite and organic solvent was then removed in vacuo. Flash chromatography (hexane/ethyl acetate: 70/30) was used for purification to afford 3-bro... Reaction SMILES: [CH3:31][C:32]#[N:33].[Cl:1][c:2]1[cH:3][cH:4][c:5]([CH2:6][n:7]2[c:8](=[O:24])[n:9](-[c:16]3[c:17]([CH2:22][OH:23])[cH:18][cH:19][cH:20][cH:21]3)[n:10][c:11]([O:14][CH3:15])[c:12]2=[O:13])[cH:25][cH:26]1.[OH2:34].[P:27]([Br:28])([Br:29])[Br:30]>>[Cl:1][c:2]1[cH:3][cH:4][c:5]([CH2:6][n:7]2[c:8](=[O:24])[n:9](-[c:16]3[c:17]([CH2:22][Br:28])[cH:18][cH:19][cH:20][cH:21]3)[n:10][c:11]([O:14][CH3:15])[c:12]2=[O:13])[cH:25][cH:26]1. Starting materials: CC#N, COc1nn(-c2ccccc2CO)c(=O)n(Cc2ccc(Cl)cc2)c1=O, O, BrP(Br)Br. Product: COc1nn(-c2ccccc2CBr)c(=O)n(Cc2ccc(Cl)cc2)c1=O.